From a dataset of the Open Reaction Database (ORD), a public repository of structured organic reaction records. describe an organic reaction: reactants, conditions, products, and yield The reactants are BrB(Br)Br, COC(=O)Cc1cc(Cl)cc(OCc2ccccc2)c1, ClCCl. The product is COC(=O)Cc1cc(O)cc(Cl)c1. Reaction SMILES: [B:21]([Br:22])([Br:23])[Br:24].[CH3:1][O:2][C:3]([CH2:4][c:5]1[cH:6][c:7]([O:12][CH2:13][c:14]2[cH:15][cH:16][cH:17][cH:18][cH:19]2)[cH:8][c:9]([Cl:11])[cH:10]1)=[O:20].[Cl:25][CH2:26][Cl:27]>>[CH3:1][O:2][C:3]([CH2:4][c:5]1[cH:6][c:7]([OH:12])[cH:8][c:9]([Cl:11])[cH:10]1)=[O:20]. Starting materials: O (Water), ClC1=CC=2C3=C(NC2C=C1)CCN(C3)C (8-Chloro-2-methyl-2,3,4,5-tetrahydro-1H-pyrido[4,3-b]indole), BrCC1(OCCO1)C1=CC=C(C=C1)F (2-Bromomethyl-2-(4-fluorophenyl)-1,3-dioxolane), [OH-].[K+] (KOH). Run in CN1CCCC1=O (NMP). Run at temperature 100 celsius, time 5 minute. The product is ClC1=CC=2C3=C(N(C2C=C1)CC1(OCCO1)C1=CC=C(C=C1)F)CCN(C3)C (8-chloro-5-((2-(4-fluorophenyl)-1,3-dioxolan-2-yl)methyl)-2-methyl-2,3,4,5-tetrahydro-1H-pyrido[4,3-b]indole). As a reaction SMILES: [Cl:1][C:2]1[CH:10]=[CH:9][C:8]2[NH:7][C:6]3[CH2:11][CH2:12][N:13]([CH3:15])[CH2:14][C:5]=3[C:4]=2[CH:3]=1.[OH-].[K+].Br[CH2:19][C:20]1([C:25]2[CH:30]=[CH:29][C:28]([F:31])=[CH:27][CH:26]=2)[O:24][CH2:23][CH2:22][O:21]1.O>CN1C(=O)CCC1>[Cl:1][C:2]1[CH:10]=[CH:9][C:8]2[N:7]([CH2:19][C:20]3([C:25]4[CH:30]=[CH:29][C:28]([F:31])=[CH:27][CH:26]=4)[O:21][CH2:22][CH2:23][O:24]3)[C:6]3[CH2:11][CH2:12][N:13]([CH3:15])[CH2:14][C:5]=3[C:4]=2[CH:3]=1 |f:1.2|. Procedure details: 8-Chloro-2-methyl-2,3,4,5-tetrahydro-1H-pyrido[4,3-b]indole (500 mg, 2.2 mmol) was dissolved in 5 mL of NMP. KOH (896 mg, 15 mmol) was added at RT under nitrogen atmosphere and the reaction mixture was stirred for 5 min. 2-Bromomethyl-2-(4-fluorophenyl)-1,3-dioxolane (886 mg, 3.4 mmol) was added and the reaction mixture was heated at 100° C. overnight. Water was added and the product was extracted with EtOAc. The organic layer was washed with water, dried over anhydrous sodium sulfate and concen... The reactants are O=C1CCN(Cc2ccccc2)C1, CCN(CC)C(=O)C1CCCN(C2CCN(C(=O)c3cc(-c4ccncc4)nc4ccc(C)cc34)CC2)C1, CCOC(=O)C1CCCNC1. Yields the product CCOC(=O)C1CCCN(C2CCN(Cc3ccccc3)C2)C1. RXN SMILES: [CH2:1]([c:2]1[cH:3][cH:4][cH:5][cH:6][cH:7]1)[N:8]1[CH2:9][C:10](=[O:13])[CH2:11][CH2:12]1.[CH2:25]([N:26]([CH2:27][CH3:28])[C:29]([CH:30]1[CH2:31][CH2:32][CH2:33][N:34]([CH:35]2[CH2:36][CH2:37][N:38]([C:39]([c:40]3[c:41]4[c:42]([cH:43][cH:44][c:45]([CH3:46])[cH:47]4)[n:48][c:49](-[c:50]4[cH:51][cH:52][n:53][cH:54][cH:55]4)[cH:56]3)=[O:57])[CH2:58][CH2:59]2)[CH2:60]1)=[O:61])[CH3:62].[NH:14]1[CH2:15][CH:16]([C:17](=[O:18])[O:19][CH2:20][CH3:21])[CH2:22][CH2:23][CH2:24]1>>[CH2:1]([c:2]1[cH:3][cH:4][cH:5][cH:6][cH:7]1)[N:8]1[CH2:9][CH:10]([N:14]2[CH2:15][CH:16]([C:17](=[O:18])[O:19][CH2:20][CH3:21])[CH2:22][CH2:23][CH2:24]2)[CH2:11][CH2:12]1.